Dataset: the Open Reaction Database (ORD), a public repository of structured organic reaction records. Task: describe an organic reaction: reactants, conditions, products, and yield The reactants are CO, CSC1=[SH]CCN1, Cl, SC1CNC1, c1ccc(P(c2ccccc2)c2ccccc2)cc1. Yields the product Cl, SC1CN(C2=[SH]CCN2)C1. RXN SMILES: [CH3:33][OH:34].[CH3:7][S:8][C:9]1=[SH:10][CH2:11][CH2:12][NH:13]1.[ClH:1].[SH:2][CH:3]1[CH2:4][NH:5][CH2:6]1.[c:14]1([P:15]([c:16]2[cH:17][cH:18][cH:19][cH:20][cH:21]2)[c:22]2[cH:23][cH:24][cH:25][cH:26][cH:27]2)[cH:28][cH:29][cH:30][cH:31][cH:32]1>>[ClH:1].[SH:2][CH:3]1[CH2:4][N:5]([C:9]2=[SH:10][CH2:11][CH2:12][NH:13]2)[CH2:6]1.